Dataset: the Open Reaction Database (ORD), a public repository of structured organic reaction records. Task: describe an organic reaction: reactants, conditions, products, and yield Yield: 24.0%. Reported procedure: 852 mg (2.03mmol) of the resulting 5-amino-2-[4-[N-(tert-butoxycarbonyl)-N-methylamino]-3-fluorophenyl]-6,8-difluoro-4H-1-benzopyran-4-one was dissolved in 30 ml of dimethylformamide under argon atmosphere, 165 mg of sodium hydride (60% oil dispersion) and 0.48 ml of 5-bromo-1-pentene were added under ice-cooling and the mixture was stirred at room temperature for 2 hours. 85 mg of sodium hydride (60% oil dispersion) and 0.24 ml of 5-bromo-1-pentene were added and the mixture was stirred for add... Yields the product C(C)(C)(C)OC(=O)N(C)C1=C(C=C(C=C1)C=1OC2=C(C(C1)=O)C(=C(C=C2F)F)NCCCC=C)F (2-[4-[N-(tert-butoxycarbonyl)-N-methylamino]-3-fluorophenyl]-6,8-difluoro-5-(4-pentenylamino)-4H-benzopyran-4-one). Run in CN(C=O)C (dimethylformamide). As a reaction SMILES: [NH2:1][C:2]1[C:7]2[C:8](=[O:28])[CH:9]=[C:10]([C:12]3[CH:17]=[CH:16][C:15]([N:18]([C:20]([O:22][C:23]([CH3:26])([CH3:25])[CH3:24])=[O:21])[CH3:19])=[C:14]([F:27])[CH:13]=3)[O:11][C:6]=2[C:5]([F:29])=[CH:4][C:3]=1[F:30].[H-].[Na+].Br[CH2:34][CH2:35][CH2:36][CH:37]=[CH2:38].[Cl-].[NH4+]>CN(C)C=O>[C:23]([O:22][C:20]([N:18]([C:15]1[CH:16]=[CH:17][C:12]([C:10]2[O:11][C:6]3[C:5]([F:29])=[CH:4][C:3]([F:30])=[C:2]([NH:1][CH2:38][CH2:37][CH2:36][CH:35]=[CH2:34])[C:7]=3[C:8](=[O:28])[CH:9]=2)=[CH:13][C:14]=1[F:27])[CH3:19])=[O:21])([CH3:24])([CH3:25])[CH3:26] |f:1.2,4.5|. Reaction conditions: time 2 hour. Starting materials: [H-].[Na+] (sodium hydride), BrCCCC=C (5-bromo-1-pentene), NC1=C(C=C(C2=C1C(C=C(O2)C2=CC(=C(C=C2)N(C)C(=O)OC(C)(C)C)F)=O)F)F (5-amino-2-[4-[N-(tert-butoxycarbonyl)-N-methylamino]-3-fluorophenyl]-6,8-difluoro-4H-1-benzopyran-4-one), [H-].[Na+] (sodium hydride), BrCCCC=C (5-bromo-1-pentene), [Cl-].[NH4+] (ammonium chloride). Starting materials: [Cl-].[Na+] (sodium chloride), ClC1=C(C(=CC(=C1)OCC1=CC=CC=C1)Cl)O (2,6-dichloro-4-phenylmethoxyphenol), C(C)(=O)OCCCCBr (4-bromobutyl acetate), C([O-])([O-])=O.[K+].[K+] (potassium carbonate). Solvent: O (water), CN(C)C=O (DMF). Conditions: temperature 80 celsius, time 20 hour. Product: C(C)(=O)OCCCCOC1=C(C=C(C=C1Cl)OCC1=CC=CC=C1)Cl (4-[2,6-dichloro-4-(phenylmethoxy)phenoxy]butyl acetate). Isolated yield 92.9%. As a reaction SMILES: [Cl:1][C:2]1[CH:7]=[C:6]([O:8][CH2:9][C:10]2[CH:15]=[CH:14][CH:13]=[CH:12][CH:11]=2)[CH:5]=[C:4]([Cl:16])[C:3]=1[OH:17].[C:18]([O:21][CH2:22][CH2:23][CH2:24][CH2:25]Br)(=[O:20])[CH3:19].C(=O)([O-])[O-].[K+].[K+].[Cl-].[Na+]>CN(C=O)C.O>[C:18]([O:21][CH2:22][CH2:23][CH2:24][CH2:25][O:17][C:3]1[C:2]([Cl:1])=[CH:7][C:6]([O:8][CH2:9][C:10]2[CH:15]=[CH:14][CH:13]=[CH:12][CH:11]=2)=[CH:5][C:4]=1[Cl:16])(=[O:20])[CH3:19] |f:2.3.4,5.6|. Reported procedure: Under a nitrogen atmosphere, a solution of 25 grams (0.093 mole) of 2,6-dichloro-4-phenylmethoxyphenol (known compound), 19.5 grams (0.10 mole) of 4-bromobutyl acetate and 19.4 grams (0.14 mole) of potassium carbonate in 400 mL of DMF was stirred at ambient temperature for two hours, then it was heated to 80° C. where it was maintained during a 20 hour period. After this time the reaction mixture was allowed to cool to ambient temperature where it stirred during an additional 20 hour period. The... The reactants are ClCCl, OCc1ccc2c(ccc3c4ccccc4ccc23)c1. Product: O=Cc1ccc2c(ccc3c4ccccc4ccc23)c1. Reaction SMILES: [Cl:21][CH2:22][Cl:23].[OH:1][CH2:2][c:3]1[cH:4][c:5]2[cH:6][cH:7][c:8]3[c:9]4[cH:10][cH:11][cH:12][cH:13][c:14]4[cH:15][cH:16][c:17]3[c:18]2[cH:19][cH:20]1>>[O:1]=[CH:2][c:3]1[cH:4][c:5]2[cH:6][cH:7][c:8]3[c:9]4[cH:10][cH:11][cH:12][cH:13][c:14]4[cH:15][cH:16][c:17]3[c:18]2[cH:19][cH:20]1. Reactants: C(C(=O)Cl)(=O)Cl (Oxalyl chloride), C(CCC)C1=C(C(=NN1)C(=O)O)[N+](=O)[O-] (5-butyl-4-nitro-1H-pyrazol-3-carboxylic acid), CN(C=O)C (dimethylformamide). The solvent is ClCCl (dichloromethane). Conditions: temperature 0 celsius, time 1 hour. Yields the product C(CCC)C1=C(C(=NN1)C(=O)N)[N+](=O)[O-] (5-butyl-4-nitro-1H-pyrazol-3-carboxylic acid amide). RXN SMILES: C(Cl)(=O)C(Cl)=O.[CH2:7]([C:11]1[NH:15][N:14]=[C:13]([C:16](O)=[O:17])[C:12]=1[N+:19]([O-:21])=[O:20])[CH2:8][CH2:9][CH3:10].C[N:23](C)C=O>ClCCl>[CH2:7]([C:11]1[NH:15][N:14]=[C:13]([C:16]([NH2:23])=[O:17])[C:12]=1[N+:19]([O-:21])=[O:20])[CH2:8][CH2:9][CH3:10]. Procedure: Oxalyl chloride (12.3 ml, 141 mmol) was added dropwise to a suspension of 5-butyl-4-nitro-1H-pyrazol-3-carboxylic acid (10 g, 46.9 mmol) in dichloromethane (100 ml) containing dimethylformamide (0.5 ml) under nitrogen at 0° C. The reaction was stirred at 0° C. for 1 hours, allowed to warm to room temperature and stirred for a further 2 hours. The solvent was removed under reduced pressure, the residue was dissolved in toluene (100 ml) and ammonia gas was bubbled into the solution for 2 hours. Th... As a reaction SMILES: [Cl:1][c:2]1[c:3]([CH:31]([CH3:32])[NH:33][C:34](=[O:35])[O:36][C:37]([CH3:38])([CH3:39])[CH3:40])[cH:4][cH:5][c:6](-[c:8]2[cH:9][cH:10][c:11]3[n:12]([n:13]2)[c:14]([CH2:17][O:18][c:19]2[cH:20][cH:21][n:22][c:23]4[cH:24][c:25]([O:29][CH3:30])[cH:26][cH:27][c:28]24)[n:15][n:16]3)[cH:7]1.[Cl:41][CH2:42][Cl:43].[F:44][C:45]([F:46])([F:47])[C:48]([OH:49])=[O:50]>>[Cl:1][c:2]1[c:3]([CH:31]([CH3:32])[NH2:33])[cH:4][cH:5][c:6](-[c:8]2[cH:9][cH:10][c:11]3[n:12]([n:13]2)[c:14]([CH2:17][O:18][c:19]2[cH:20][cH:21][n:22][c:23]4[cH:24][c:25]([O:29][CH3:30])[cH:26][cH:27][c:28]24)[n:15][n:16]3)[cH:7]1. Product: COc1ccc2c(OCc3nnc4ccc(-c5ccc(C(C)N)c(Cl)c5)nn34)ccnc2c1. Reactants: COc1ccc2c(OCc3nnc4ccc(-c5ccc(C(C)NC(=O)OC(C)(C)C)c(Cl)c5)nn34)ccnc2c1, ClCCl, O=C(O)C(F)(F)F. Reactants: C(C)(=O)O.FC(OC1=CC=C(C=C1)N1C(C2(CC1)CCNCC2)=O)(F)F (2-(4-trifluoromethoxy-phenyl)-2,8-diaza-spiro[4.5]decan-1-one acetic acid salt), CN1N=C(C=C1)S(=O)(=O)Cl (1-methyl-1H-pyrazole-3-sulfonyl chloride). The product is CN1N=C(C=C1)S(=O)(=O)N1CCC2(CCN(C2=O)C2=CC=C(C=C2)OC(F)(F)F)CC1 (8-(1-Methyl-1H-pyrazole-3-sulfonyl)-2-(4-trifluoromethoxy-phenyl)-2,8-diaza-spiro[4.5]decan-1-one). As a reaction SMILES: C(O)(=O)C.[F:5][C:6]([F:26])([F:25])[O:7][C:8]1[CH:13]=[CH:12][C:11]([N:14]2[CH2:18][CH2:17][C:16]3([CH2:23][CH2:22][NH:21][CH2:20][CH2:19]3)[C:15]2=[O:24])=[CH:10][CH:9]=1.[CH3:27][N:28]1[CH:32]=[CH:31][C:30]([S:33](Cl)(=[O:35])=[O:34])=[N:29]1>>[CH3:27][N:28]1[CH:32]=[CH:31][C:30]([S:33]([N:21]2[CH2:20][CH2:19][C:16]3([C:15](=[O:24])[N:14]([C:11]4[CH:12]=[CH:13][C:8]([O:7][C:6]([F:5])([F:25])[F:26])=[CH:9][CH:10]=4)[CH2:18][CH2:17]3)[CH2:23][CH2:22]2)(=[O:35])=[O:34])=[N:29]1 |f:0.1|. Procedure: The title compound was prepared in analogy to example 180 step D from 2-(4-trifluoromethoxy-phenyl)-2,8-diaza-spiro[4.5]decan-1-one acetic acid salt (described in example 180 step C) and 1-methyl-1H-pyrazole-3-sulfonyl chloride Off-white solid. MS (ESI): 459.3 (MH+)